This data is from the Open Reaction Database (ORD), a public repository of structured organic reaction records. The task is: describe an organic reaction: reactants, conditions, products, and yield The reactants are O=C([O-])[O-], CN1CCC(Oc2cc(O)cc3ncnc(Nc4c(Cl)ccc5c4OCO5)c23)CC1, [K+], [K+], CN(C)C=O, Cc1ccc(S(=O)(=O)OCC(F)(F)F)cc1. Product: CN1CCC(Oc2cc(OCC(F)(F)F)cc3ncnc(Nc4c(Cl)ccc5c4OCO5)c23)CC1. RXN SMILES: [C:47](=[O:48])([O-:49])[O-:50].[Cl:1][c:2]1[cH:3][cH:4][c:5]2[c:6]([c:7]1[NH:8][c:9]1[n:10][cH:11][n:12][c:13]3[cH:14][c:15]([OH:27])[cH:16][c:17]([O:19][CH:20]4[CH2:21][CH2:22][N:23]([CH3:26])[CH2:24][CH2:25]4)[c:18]13)[O:28][CH2:29][O:30]2.[K+:51].[K+:52].[O:53]=[CH:54][N:55]([CH3:56])[CH3:57].[c:31]1([CH3:32])[cH:33][cH:34][c:35]([S:36]([O:37][CH2:41][C:42]([F:43])([F:44])[F:45])(=[O:38])=[O:39])[cH:40][cH:46]1>>[Cl:1][c:2]1[cH:3][cH:4][c:5]2[c:6]([c:7]1[NH:8][c:9]1[n:10][cH:11][n:12][c:13]3[cH:14][c:15]([O:27][CH2:41][C:42]([F:43])([F:44])[F:45])[cH:16][c:17]([O:19][CH:20]4[CH2:21][CH2:22][N:23]([CH3:26])[CH2:24][CH2:25]4)[c:18]13)[O:28][CH2:29][O:30]2. Reported procedure: In close analogy to the procedure described in Example 43, 2,6-dichloro-quinoline-3-carboxylic acid is reacted with 2-amino-3-pyridin-2-yl-propionic acid 2-dimethylamino-ethyl ester to provide after chromatographical separation the title compound in moderate yield. Yields the product ClC=1C=C2C=C(C(=NC2=CC1)NC(CC1=NC=CC=C1)C(=O)OCCN(C)C)C(=O)O (6-Chloro-2-[1-(2-dimethylamino-ethoxycarbonyl)-2-pyridin-2-yl-ethylamino]-quinoline-3-carboxylic acid). The reactants are ClC1=NC2=CC=C(C=C2C=C1C(=O)O)Cl (2,6-dichloro-quinoline-3-carboxylic acid), CN(CCOC(C(CC1=NC=CC=C1)N)=O)C (2-amino-3-pyridin-2-yl-propionic acid 2-dimethylamino-ethyl ester). As a reaction SMILES: Cl[C:2]1[C:11]([C:12]([OH:14])=[O:13])=[CH:10][C:9]2[C:4](=[CH:5][CH:6]=[C:7]([Cl:15])[CH:8]=2)[N:3]=1.[CH3:16][N:17]([CH3:32])[CH2:18][CH2:19][O:20][C:21](=[O:31])[CH:22]([NH2:30])[CH2:23][C:24]1[CH:29]=[CH:28][CH:27]=[CH:26][N:25]=1>>[Cl:15][C:7]1[CH:8]=[C:9]2[C:4](=[CH:5][CH:6]=1)[N:3]=[C:2]([NH:30][CH:22]([C:21]([O:20][CH2:19][CH2:18][N:17]([CH3:16])[CH3:32])=[O:31])[CH2:23][C:24]1[CH:29]=[CH:28][CH:27]=[CH:26][N:25]=1)[C:11]([C:12]([OH:14])=[O:13])=[CH:10]2. Reactants: C(=O)(O)C12CCC(CC1)(CC2)NCC(=O)N2[C@@H](C[C@@H](C2)F)C#N ((2S,4S)-1-[[N-(4-carboxybicyclo[2.2.2]oct-1-yl)amino]acetyl]-4-fluoropyrrolidine-2-carbonitrile), C(C)(C)I (isopropyl iodide). Product: F[C@H]1C[C@H](N(C1)C(CNC12CCC(CC1)(CC2)C(=O)OCCC)=O)C#N ((2S,4S)-4-fluoro-1-[[N-[4-(2-methylethyl)oxycarbonylbicyclo[2.2.2]oct-1-yl]amino]acetyl]pyrrolidine-2-carbonitrile). Isolated yield 49.6%. RXN SMILES: [C:1]([C:4]12[CH2:11][CH2:10][C:7]([NH:12][CH2:13][C:14]([N:16]3[CH2:20][C@@H:19]([F:21])[CH2:18][C@H:17]3[C:22]#[N:23])=[O:15])([CH2:8][CH2:9]1)[CH2:6][CH2:5]2)([OH:3])=[O:2].[CH:24](I)([CH3:26])[CH3:25]>>[F:21][C@@H:19]1[CH2:20][N:16]([C:14](=[O:15])[CH2:13][NH:12][C:7]23[CH2:10][CH2:11][C:4]([C:1]([O:3][CH2:25][CH2:24][CH3:26])=[O:2])([CH2:9][CH2:8]2)[CH2:5][CH2:6]3)[C@H:17]([C:22]#[N:23])[CH2:18]1. Procedure: In a similar manner to Example 8, (2S,4S)-1-[[N-(4-carboxybicyclo[2.2.2]oct-1-yl)amino]acetyl]-4-fluoropyrrolidine-2-carbonitrile (20.0 mg) and isopropyl iodide (10.5 mg) were used to obtain (2S,4S)-4-fluoro-1-[[N-[4-(2-methylethyl)oxycarbonylbicyclo[2.2.2]oct-1-yl]amino]acetyl]pyrrolidine-2-carbonitrile (11.2 mg). Starting materials: BrCc1ccccc1, C1CCOC1, COc1cccc(CCCO)c1OC, [H-], [Na+]. The product is COc1cccc(CCCOCc2ccccc2)c1OC. RXN SMILES: [CH2:17]([c:18]1[cH:19][cH:20][cH:21][cH:22][cH:23]1)[Br:24].[CH2:25]1[O:26][CH2:27][CH2:28][CH2:29]1.[CH3:3][O:4][c:5]1[c:6]([CH2:13][CH2:14][CH2:15][OH:16])[cH:7][cH:8][cH:9][c:10]1[O:11][CH3:12].[H-:2].[Na+:1]>>[CH3:3][O:4][c:5]1[c:6]([CH2:13][CH2:14][CH2:15][O:16][CH2:17][c:18]2[cH:19][cH:20][cH:21][cH:22][cH:23]2)[cH:7][cH:8][cH:9][c:10]1[O:11][CH3:12]. The reactants are C[Si](C)(C)Cl (trimethylsilyl chloride), C(C)(C)NC(C)C (diisopropylamine), C(CCC)[Li] (butyllithium), C(C=C)C1=C2CCC(C2=CC=C1)=O (4-(2-propenyl)-1-indanone). The solvent is O1CCCC1 (tetrahydrofuran), CCOCC (ether), O (water), O1CCCC1 (tetrahydrofuran), O1CCCC1 (tetrahydrofuran). Conditions: time 1 hour. Product: C[Si](OC1=CCC2=C(C=CC=C12)CC=C)(C)C (3-trimethylsilyloxy-7-(2-propenyl)-indene). RXN SMILES: C(NC(C)C)(C)C.C([Li])CCC.[CH2:13]([C:16]1[CH:24]=[CH:23][CH:22]=[C:21]2[C:17]=1[CH2:18][CH2:19][C:20]2=[O:25])[CH:14]=[CH2:15].[CH3:26][Si:27](Cl)([CH3:29])[CH3:28]>O1CCCC1.CCOCC.O>[CH3:26][Si:27]([CH3:29])([CH3:28])[O:25][C:20]1[C:21]2[C:17](=[C:16]([CH2:13][CH:14]=[CH2:15])[CH:24]=[CH:23][CH:22]=2)[CH2:18][CH:19]=1. Reported procedure: 1.24 ml of diisopropylamine and 6 ml of tetrahydrofuran are cooled to -40° C., then 4.7 ml of butyllithium is added drop by drop. The temperature is allowed to rise to -20° C., agitation is carried out for 1/4 hour, then 1 g of 4-(2-propenyl)-1-indanone in 10 ml of tetrahydrofuran is introduced at -70° C. After agitation for one hour at -60° C., 1.15 ml of trimethylsilyl chloride in 6 ml of tetrahydrofuran is added, with agitation for one hour at -60° C. The mixture is poured over 100 ml of wate... Reactants: CC1=C(SC(=C1)N1C(N(CC1)CC1=CC=C(C=C1)C(F)(F)F)=O)C(=O)OCC (ethyl 3-methyl-5-(2-oxo-3-(4-(trifluoromethyl)benzyl)imidazolidin-1-yl)thiophene-2-carboxylate), [OH-].[Na+] (sodium hydroxide), Cl (hydrochloric acid). Solvent: C(C)O (ethanol). Reaction conditions: temperature 0 celsius. The product is CC1=C(SC(=C1)N1C(N(CC1)CC1=CC=C(C=C1)C(F)(F)F)=O)C(=O)O (3-methyl-5-(2-oxo-3-(4-(trifluoromethyl)benzyl)imidazolidin-1-yl)thiophene-2-carboxylic acid). Yield: 91.0%. As a reaction SMILES: [CH3:1][C:2]1[CH:6]=[C:5]([N:7]2[CH2:11][CH2:10][N:9]([CH2:12][C:13]3[CH:18]=[CH:17][C:16]([C:19]([F:22])([F:21])[F:20])=[CH:15][CH:14]=3)[C:8]2=[O:23])[S:4][C:3]=1[C:24]([O:26]CC)=[O:25].[OH-].[Na+].Cl>C(O)C>[CH3:1][C:2]1[CH:6]=[C:5]([N:7]2[CH2:11][CH2:10][N:9]([CH2:12][C:13]3[CH:14]=[CH:15][C:16]([C:19]([F:20])([F:21])[F:22])=[CH:17][CH:18]=3)[C:8]2=[O:23])[S:4][C:3]=1[C:24]([OH:26])=[O:25] |f:1.2|. Procedure details: A mixture of ethyl 3-methyl-5-(2-oxo-3-(4-(trifluoromethyl)benzyl)imidazolidin-1-yl)thiophene-2-carboxylate (4.31 g, 10.5 mmol) and 1 N aqueous sodium hydroxide solution (60 mL, 60 mmol) in ethanol (120 mL) was stirred at reflux for 1.5 h, then cooled to 0° C. and acidified with 10% aqueous hydrochloric acid to pH ˜2. The white precipitate was filtered, washed with water and ethanol, and then dried in vacuo to afford the title compound as a colorless solid in 91% yield (3.68 g): 1H NMR (300 MHz,... The reactants are [Li]CCCC, C1CCOC1, [Cl-], Cc1csc2ccc(Cl)cc12, [NH4+], CN(C)C=O. The product is Cc1c(C=O)sc2ccc(Cl)cc12. As a reaction SMILES: [CH2:12]([Li:13])[CH2:14][CH2:15][CH3:16].[CH2:24]1[O:25][CH2:26][CH2:27][CH2:28]1.[Cl-:22].[Cl:1][c:2]1[cH:3][c:4]2[c:5]([s:6][cH:7][c:8]2[CH3:9])[cH:10][cH:11]1.[NH4+:23].[O:17]=[CH:18][N:19]([CH3:20])[CH3:21]>>[Cl:1][c:2]1[cH:3][c:4]2[c:5]([s:6][c:7]([CH:18]=[O:17])[c:8]2[CH3:9])[cH:10][cH:11]1. Starting materials: C(=O)(C(F)(F)F)O (TFA), [OH-].[Na+] (NaOH), C(C)(C)(C)OC(=O)N1C(CC(C2=CC=CC=C12)=O)(C)C (1-tert-butoxycarbonyl-1,2,3,4-tetrahydro-2,2-dimethyl-4-quinolinone), ICC (iodoethane), [H-].[Na+] (NaH). The solvent is C(Cl)Cl (methylene chloride), CCOC(=O)C.CCCCCC (EtOAc hexane), CN(C)C=O (DMF). Conditions: time 15 hour. Product: C(C)C1C(NC2=CC=CC=C2C1=O)(C)C ((R/S)-3-ethyl-1,2,3,4-tetrahydro-2,2-dimethyl-4-quinolinone). The yield is 41.7%. As a reaction SMILES: C(OC([N:8]1[C:17]2[C:12](=[CH:13][CH:14]=[CH:15][CH:16]=2)[C:11](=[O:18])[CH2:10][C:9]1([CH3:20])[CH3:19])=O)(C)(C)C.I[CH2:22][CH3:23].[H-].[Na+].C(O)(C(F)(F)F)=O.[OH-].[Na+]>CN(C=O)C.C(Cl)Cl.CCOC(C)=O.CCCCCC>[CH2:22]([CH:10]1[C:11](=[O:18])[C:12]2[C:17](=[CH:16][CH:15]=[CH:14][CH:13]=2)[NH:8][C:9]1([CH3:19])[CH3:20])[CH3:23] |f:2.3,5.6,9.10|. Procedure details: To a solution of 1-tert-butoxycarbonyl-1,2,3,4-tetrahydro-2,2-dimethyl-4-quinolinone (EXAMPLE 325) (0.10 g, 0.36 mmol) and iodoethane (0.50 mL, 6.3 mmol) in DMF (5 mL) was added NaH (60% in mineral oil, 40 mg, 1.0 mmol) and the resulting mixture was stirred at rt for 15 h. The reaction was quenched with water (5 mL ) and was extracted with EtOAc (2×15 mL ). Removal of solvent and chromatography of the crude residue on a silica gel column using a 10% mixture of EtOAc and hexane as solvents afford...